Task: describe an organic reaction: reactants, conditions, products, and yield. Dataset: the Open Reaction Database (ORD), a public repository of structured organic reaction records The reactants are [Br-], [Br-], [Br-], CCCC[N+](CCCC)(CCCC)CCCC, CCCC[N+](CCCC)(CCCC)CCCC, CCCC[N+](CCCC)(CCCC)CCCC, Nc1cccc(F)c1F, O. The product is Nc1ccc(Br)c(F)c1F. Reaction SMILES: [Br-:10].[Br-:11].[Br-:12].[CH2:13]([N+:14]([CH2:15][CH2:16][CH2:17][CH3:18])([CH2:19][CH2:20][CH2:21][CH3:22])[CH2:23][CH2:24][CH2:25][CH3:26])[CH2:27][CH2:28][CH3:29].[CH2:30]([N+:31]([CH2:32][CH2:33][CH2:34][CH3:35])([CH2:36][CH2:37][CH2:38][CH3:39])[CH2:40][CH2:41][CH2:42][CH3:43])[CH2:44][CH2:45][CH3:46].[CH2:47]([N+:48]([CH2:49][CH2:50][CH2:51][CH3:52])([CH2:53][CH2:54][CH2:55][CH3:56])[CH2:57][CH2:58][CH2:59][CH3:60])[CH2:61][CH2:62][CH3:63].[F:1][c:2]1[c:3]([NH2:4])[cH:5][cH:6][cH:7][c:8]1[F:9].[OH2:64]>>[F:1][c:2]1[c:3]([NH2:4])[cH:5][cH:6][c:7]([Br:10])[c:8]1[F:9]. Reactants: N-benzyloxycarbonyl-α-phosphonoglycine trimethyl ester, CC(C)([O-])C.[K+] (potassium t-butoxide), C(C)(=O)OCC (ethyl acetate), O (water), COC1=NC=C(C=N1)C=O (2-methoxy-pyrimidine-5-carbaldehyde). The solvent is C(Cl)Cl (methylene chloride), [Cl-].[Na+].O (Brine), C(Cl)Cl (methylene chloride), C(Cl)Cl (methylene chloride). Run at temperature 0 celsius, time 5 minute. Product: COC(C(=CC=1C=NC(=NC1)OC)NC(=O)OCC1=CC=CC=C1)=O (2-Benzyloxycarbonylamino-3-(2-methoxy-pyrimidin-5-yl)-acrylic acid methyl ester). RXN SMILES: [CH3:1][C:2]([CH3:5])([O-])[CH3:3].[K+].[CH3:7][O:8][C:9]1[N:14]=[CH:13][C:12]([CH:15]=O)=[CH:11][N:10]=1.[C:17]([O:20][CH2:21]C)(=[O:19])[CH3:18].[OH2:23]>C(Cl)Cl.[Cl-].[Na+].O>[CH3:21][O:20][C:17](=[O:19])[C:18]([NH:10][C:9]([O:8][CH2:1][C:2]1[CH:5]=[CH:13][CH:12]=[CH:11][CH:3]=1)=[O:23])=[CH:15][C:12]1[CH:13]=[N:14][C:9]([O:8][CH3:7])=[N:10][CH:11]=1 |f:0.1,6.7.8|. Reported procedure: To a suspension of potassium t-butoxide (1.23 g) in methylene chloride (70 mL, −30° C.) was added a solution of N-benzyloxycarbonyl-α-phosphonoglycine trimethyl ester (3.63 g) in methylene chloride (15 mL). The resulting solution was stirred 5 min and treated with the 2-methoxy-pyrimidine-5-carbaldehyde (1.0 g) in methylene chloride (15 mL). After stirring for 1.5 h, the reaction was warmed to 0° C. and stirred 1 h. The reaction was quickly poured into a sep funnel containing ethyl acetate and w... Reaction conditions: time 15 minute. Reaction SMILES: [CH3:1][C:2]1[N:6](C(C2C=CC=CC=2)(C2C=CC=CC=2)C2C=CC=CC=2)[CH:5]=[N:4][C:3]=1[CH2:26][N:27]1[CH2:39][CH2:38][C:30]2[NH:31][C:32]3[CH:33]=[CH:34][CH:35]=[CH:36][C:37]=3[C:29]=2[C:28]1=[O:40].[H-].[Na+].[CH:43]1(Br)[CH2:47][CH2:46][CH2:45][CH2:44]1.[OH-:49].[Na+].[C:51]([OH:54])(=[O:53])[CH3:52]>CN(C=O)C.C1COCC1.O>[C:28]([OH:40])(=[O:49])/[CH:29]=[CH:52]\[C:51]([OH:54])=[O:53].[CH:43]1([N:31]2[C:32]3[CH:33]=[CH:34][CH:35]=[CH:36][C:37]=3[C:29]3[C:28](=[O:40])[N:27]([CH2:26][C:3]4[N:4]=[CH:5][NH:6][C:2]=4[CH3:1])[CH2:39][CH2:38][C:30]2=3)[CH2:47][CH2:46][CH2:45][CH2:44]1 |f:1.2,4.5,10.11|. The product is C(\C=C/C(=O)O)(=O)O.C1(CCCC1)N1C2=C(C=3C=CC=CC13)C(N(CC2)CC=2N=CNC2C)=O (5-Cyclopentyl-2,3,4,5-tetrahydro-2[(5-methyl-1H-imidazol-4-yl)methyl]-1H-pyrido[4,3-b]indol-1-one maleate). Starting materials: C(C)(=O)O (acetic acid), [OH-].[Na+] (sodium hydroxide), CC1=C(N=CN1C(C1=CC=CC=C1)(C1=CC=CC=C1)C1=CC=CC=C1)CN1C(C2=C(NC=3C=CC=CC23)CC1)=O (2,3,4,5-tetrahydro-2-[[5-methyl-1-(triphenylmethyl)-1H-imidazol-4-yl]methyl]-1H-pyrido[4,3-b]indol-1-one), [H-].[Na+] (sodium hydride), C1(CCCC1)Br (Cyclopentyl bromide). Procedure: A solution of 2,3,4,5-tetrahydro-2-[[5-methyl-1-(triphenylmethyl)-1H-imidazol-4-yl]methyl]-1H-pyrido[4,3-b]indol-1-one (523 mg) in dry DMF (30 ml) was treated with sodium hydride (60% dispersion in oil; 46 mg) and stirred for 15 min. at 21° under nitrogen. Cyclopentyl bromide (298 mg) was then added dropwise, and the mixture was stirred for 1 h and then heated at reflux for 4 h. The solution was left at 21° for 2 days, and then treated with a mixture of acetic acid (7 ml), water (7 ml) and THF (... Solvent: C1CCOC1 (THF), O (water), CN(C)C=O (DMF). Starting materials: [I-].C[S+](=O)(C)C (Trimethylsulfoxonium iodide), oil, NC1=NC=C(C2=C1C(=CS2)C2=CC(=C(C=C2)NC(=O)C=2N(C1=CC=CC=C1C2)C)OC)/C=C/C(=O)OCC (ethyl (2E)-3-[4-amino-3-(3-methoxy-4-{[(1-methyl-1H-indol-2-yl)carbonyl]amino}phenyl)thieno[3,2-c]pyridin-7-yl]acrylate). Solvent: CS(=O)C (methyl sulfoxide), [H-].[Na+] (sodium hydride), CS(=O)C (methyl sulfoxide). Product: NC1=NC=C(C2=C1C(=CS2)C2=CC(=C(C=C2)NC(=O)C=2N(C1=CC=CC=C1C2)C)OC)C2C(C2)C(=O)OCC (ethyl 2-[4-amino-3-(3-methoxy-4-{[(1-methyl-1H-indol-2-yl)carbonyl]amino}phenyl)thieno [3,2-c]pyridin-7-yl]cyclopropanecarboxylate). The yield is 30.2%. Reaction SMILES: [I-].[CH3:2][S+](C)(C)=O.[NH2:7][C:8]1[C:13]2[C:14]([C:17]3[CH:22]=[CH:21][C:20]([NH:23][C:24]([C:26]4[N:27]([CH3:35])[C:28]5[C:33]([CH:34]=4)=[CH:32][CH:31]=[CH:30][CH:29]=5)=[O:25])=[C:19]([O:36][CH3:37])[CH:18]=3)=[CH:15][S:16][C:12]=2[C:11](/[CH:38]=[CH:39]/[C:40]([O:42][CH2:43][CH3:44])=[O:41])=[CH:10][N:9]=1>CS(C)=O.[H-].[Na+]>[NH2:7][C:8]1[C:13]2[C:14]([C:17]3[CH:22]=[CH:21][C:20]([NH:23][C:24]([C:26]4[N:27]([CH3:35])[C:28]5[C:33]([CH:34]=4)=[CH:32][CH:31]=[CH:30][CH:29]=5)=[O:25])=[C:19]([O:36][CH3:37])[CH:18]=3)=[CH:15][S:16][C:12]=2[C:11]([CH:38]2[CH2:2][CH:39]2[C:40]([O:42][CH2:43][CH3:44])=[O:41])=[CH:10][N:9]=1 |f:0.1,4.5|. Reported procedure: Trimethylsulfoxonium iodide (45.1 mg, 0.205 mmol) in anhydrous methyl sulfoxide (4 mL) and 60% sodium hydride in mineral oil (16.4 mg, 0.411 mmol) was stirred for 5 minutes at room temperature and treated with a mixture of ethyl (2E)-3-[4-amino-3-(3-methoxy-4-{[(1-methyl-1H-indol-2-yl)carbonyl]amino}phenyl)thieno[3,2-c]pyridin-7-yl]acrylate (108 mg, 0.205 mmol) in methyl sulfoxide (2 mL) was added. After 4 hours the mixture was cooled to room temperature and quenched with saturated ammonium chlo... The reactants are CN(C)C=O, O=C1CCC(=O)N1Cl, ON=CCc1c(Cl)cccc1Cl, O. The product is ON=C(Cl)Cc1c(Cl)cccc1Cl. Reaction SMILES: [CH3:22][N:23]([CH3:24])[CH:25]=[O:26].[Cl:13][N:14]1[C:15](=[O:16])[CH2:17][CH2:18][C:19]1=[O:20].[Cl:1][c:2]1[c:3]([CH2:9][CH:10]=[N:11][OH:12])[c:4]([Cl:8])[cH:5][cH:6][cH:7]1.[OH2:21]>>[Cl:1][c:2]1[c:3]([CH2:9][C:10](=[N:11][OH:12])[Cl:13])[c:4]([Cl:8])[cH:5][cH:6][cH:7]1. Reaction SMILES: C(=O)=O.C(O)(C)C.[Si]([N:15]1[C:19](=[O:20])[CH2:18][S:17][CH2:16]1)(C(C)(C)C)(C)C.[Si](OC1CSCN=1)(C(C)(C)C)(C)C.Br[CH2:35][CH2:36][CH2:37][CH2:38]Br>C1COCC1.CCOC(C)=O.CCCCCC>[S:17]1[C:18]2([CH2:38][CH2:37][CH2:36][CH2:35]2)[C:19](=[O:20])[NH:15][CH2:16]1 |f:0.1,6.7|. Reported procedure: To a -75° C. (CO2 /isopropanol bath) mixture of lithium bis(trtmethylsilyl)amide (0.151 mol) and THF (151 mL) under nitrogen was added a 0° C. solution prepared from 14.95 g of a 70:30 mixture between 3-t-butyldimethylsilyl-4-oxothiazolidine and 4-t-butyldimethylsilyloxy-3-thiazoline (prepared as in Example 1) and 1,4-dibromobutane (14.85 g) in THF (50 mL) over a period of 0.5 h. The resultant homogeneous solution was stirred at -75° C. for 70 min. TLC analysis (silica gel, 10% EtOAc/hexane) sho... Run at temperature -75 celsius, time 70 minute. The product is S1CNC(C12CCCC2)=O (1-Thia-3-azaspiro[4.4]nonane-4-one). The solvent is C1CCOC1 (THF), CCOC(=O)C.CCCCCC (EtOAc hexane), C1CCOC1 (THF). Reactants: C(=O)=O.C(C)(C)O (CO2 isopropanol), lithium bis(trtmethylsilyl)amide, [Si](C)(C)(C(C)(C)C)N1CSCC1=O (3-t-butyldimethylsilyl-4-oxothiazolidine), [Si](C)(C)(C(C)(C)C)OC1=NCSC1 (4-t-butyldimethylsilyloxy-3-thiazoline), BrCCCCBr (1,4-dibromobutane). Starting materials: [Al+3], CC(C)(C)OC(=O)NC1Cc2ccccc2C1Oc1ccc(C(C)(C)C)cc1, Cl, [H-], [H-], [H-], [H-], [Li+], C1CCOC1. Product: CNC1Cc2ccccc2C1Oc1ccc(C(C)(C)C)cc1, Cl. RXN SMILES: [Al+3:2].[C:7]([CH3:8])([CH3:9])([CH3:10])[c:11]1[cH:12][cH:13][c:14]([O:15][CH:16]2[CH:17]([NH:25][C:26]([O:27][C:28]([CH3:29])([CH3:30])[CH3:31])=[O:32])[CH2:18][c:19]3[cH:20][cH:21][cH:22][cH:23][c:24]32)[cH:33][cH:34]1.[ClH:35].[H-:1].[H-:4].[H-:5].[H-:6].[Li+:3].[O:36]1[CH2:37][CH2:38][CH2:39][CH2:40]1>>[C:7]([CH3:8])([CH3:9])([CH3:10])[c:11]1[cH:12][cH:13][c:14]([O:15][CH:16]2[CH:17]([NH:25][CH3:26])[CH2:18][c:19]3[cH:20][cH:21][cH:22][cH:23][c:24]32)[cH:33][cH:34]1.[ClH:35]. Yields the product Oc1ccc(-c2nsnc2Cl)cc1. Reaction SMILES: [B:15]([Br:16])([Br:17])[Br:18].[CH2:19]([Cl:20])[Cl:21].[Cl:1][c:2]1[n:3][s:4][n:5][c:6]1-[c:7]1[cH:8][cH:9][c:10]([O:13][CH3:14])[cH:11][cH:12]1>>[Cl:1][c:2]1[n:3][s:4][n:5][c:6]1-[c:7]1[cH:8][cH:9][c:10]([OH:13])[cH:11][cH:12]1. The reactants are BrB(Br)Br, ClCCl, COc1ccc(-c2nsnc2Cl)cc1. Reactants: ClC=1C=C(C(=O)NN)C=C(C1O)Cl (3,5-dichloro-4-hydroxybenzoic acid hydrazide), C(OCC)(OCC)OCC (triethyl orthoformate). Product: ClC1=C(C(=CC(=C1)C=1OC=NN1)Cl)O (2,6-Dichloro-4-(1,3,4-oxadiazol-2-yl)phenol). RXN SMILES: [Cl:1][C:2]1[CH:3]=[C:4]([CH:9]=[C:10]([Cl:13])[C:11]=1[OH:12])[C:5]([NH:7][NH2:8])=[O:6].[CH:14](OCC)(OCC)OCC>>[Cl:1][C:2]1[CH:3]=[C:4]([C:5]2[O:6][CH:14]=[N:8][N:7]=2)[CH:9]=[C:10]([Cl:13])[C:11]=1[OH:12]. Procedure: A mixture of 8.9 g 3,5-dichloro-4-hydroxybenzoic acid hydrazide and 500 ml triethyl orthoformate was stirred and heated at reflux for 4 hrs. The solvent was removed in vacuo to afford the product (9.9 g) as a yellow solid, used directly in the next reaction. The reactants are CC(C)(C)c1cccc(O)c1, CCOC(C)=O, CCCCCC, ClCCl, O=C(Oc1ccc([N+](=O)[O-])cc1)Oc1ccc([N+](=O)[O-])cc1. Yields the product CC(C)(C)c1cccc(OC(=O)Oc2ccc([N+](=O)[O-])cc2)c1. As a reaction SMILES: [C:4]([CH3:5])([CH3:6])([CH3:7])[c:8]1[cH:9][c:10]([OH:14])[cH:11][cH:12][cH:13]1.[CH2:37]([O:38][C:39](=[O:40])[CH3:41])[CH3:42].[CH3:43][CH2:44][CH2:45][CH2:46][CH2:47][CH3:48].[Cl:1][CH2:2][Cl:3].[N+:15](=[O:16])([O-:17])[c:18]1[cH:19][cH:20][c:21]([O:24][C:25]([O:26][c:28]2[cH:29][cH:30][c:31]([N+:32]([O-:33])=[O:34])[cH:35][cH:36]2)=[O:27])[cH:22][cH:23]1>>[C:4]([CH3:5])([CH3:6])([CH3:7])[c:8]1[cH:9][c:10]([O:14][C:25]([O:24][c:21]2[cH:20][cH:19][c:18]([N+:15](=[O:16])[O-:17])[cH:23][cH:22]2)=[O:26])[cH:11][cH:12][cH:13]1.